From a dataset of the Open Reaction Database (ORD), a public repository of structured organic reaction records. describe an organic reaction: reactants, conditions, products, and yield The reactants are CCCC1CCC(C2CCC(=O)CC2)CC1, C1CCOC1, Cl, Fc1ccc(Br)c(F)c1F, [Mg]. Product: CCCC1CCC(C2CCC(O)(c3ccc(F)c(F)c3F)CC2)CC1. As a reaction SMILES: [CH2:12]([CH2:13][CH3:14])[CH:15]1[CH2:16][CH2:17][CH:18]([CH:21]2[CH2:22][CH2:23][C:24](=[O:27])[CH2:25][CH2:26]2)[CH2:19][CH2:20]1.[CH2:29]1[O:30][CH2:31][CH2:32][CH2:33]1.[ClH:28].[F:2][c:3]1[c:4]([Br:11])[cH:5][cH:6][c:7]([F:10])[c:8]1[F:9].[Mg:1]>>[F:2][c:3]1[c:4]([C:24]2([OH:27])[CH2:23][CH2:22][CH:21]([CH:18]3[CH2:17][CH2:16][CH:15]([CH2:12][CH2:13][CH3:14])[CH2:20][CH2:19]3)[CH2:26][CH2:25]2)[cH:5][cH:6][c:7]([F:10])[c:8]1[F:9]. The reactants are ClC1=CC=C(C=C1)C#CCO (3-(4-chlorophenyl)-prop-2-yn-ol), P(Br)(Br)Br (phosphorus tribromide), O (water), N1=CC=CC=C1 (pyridine). Run in CCOCC (ether), CCOCC (ether). Reaction conditions: time 2.5 hour. Product: ClC1=CC=C(C=C1)C#CCBr ([3-(4-Chlorophenyl)-prop-2-ynyl]-bromide). The yield is 141.3%. Reaction SMILES: [Cl:1][C:2]1[CH:7]=[CH:6][C:5]([C:8]#[C:9][CH2:10]O)=[CH:4][CH:3]=1.N1C=CC=CC=1.P(Br)(Br)[Br:19].O>CCOCC>[Cl:1][C:2]1[CH:7]=[CH:6][C:5]([C:8]#[C:9][CH2:10][Br:19])=[CH:4][CH:3]=1. Procedure: A suspension of p-iodochlorobenzene [formula (VII), 7.15 g, 30.0 mmol], propargyl alcohol (1.75 mL, 30 mmol), dichlorobis(triphenylphosphine)palladium (II) (0.21 g, 0.3 mmol), copper (I) iodide (29 mg, 0.15 mmol) and diethylamine (50 mL) was stirred under a N2 atmosphere at room temperature and dissolution occurred within 20 min. After 5 h, the diethylamine was removed, and the crude product was partitioned between water and ether. The ether phase was dried (brine), concentrated and flash chroma... The reactants are CC(C)(C)c1nc2cc(S(=O)(=O)Cl)ccc2n1CC1CCOCC1, CN(C)c1ccncc1, CC#N, c1cc(C2CC2)n[nH]1. The product is CC(C)(C)c1nc2cc(S(=O)(=O)n3ccc(C4CC4)n3)ccc2n1CC1CCOCC1. RXN SMILES: [C:1]([CH3:2])([CH3:3])([CH3:4])[c:5]1[n:6][c:7]2[c:8]([n:9]1[CH2:10][CH:11]1[CH2:12][CH2:13][O:14][CH2:15][CH2:16]1)[cH:17][cH:18][c:19]([S:21](=[O:22])(=[O:23])[Cl:24])[cH:20]2.[CH3:33][N:34]([c:35]1[cH:36][cH:37][n:38][cH:39][cH:40]1)[CH3:41].[CH3:42][C:43]#[N:44].[CH:25]1([c:28]2[n:29][nH:30][cH:31][cH:32]2)[CH2:26][CH2:27]1>>[C:1]([CH3:2])([CH3:3])([CH3:4])[c:5]1[n:6][c:7]2[c:8]([n:9]1[CH2:10][CH:11]1[CH2:12][CH2:13][O:14][CH2:15][CH2:16]1)[cH:17][cH:18][c:19]([S:21](=[O:22])(=[O:23])[n:30]1[n:29][c:28]([CH:25]3[CH2:26][CH2:27]3)[cH:32][cH:31]1)[cH:20]2. Starting materials: C(C1=CC=CC=C1)C1=C(C2=C(C(C=C(O2)CCC(=O)OC)=O)C=C1)CCC (Methyl 3-[7-benzyl-4-oxo-8-propyl-4H-1-benzopyran-2-yl]propionate), C(C)O (ethanol), C([O-])([O-])=O.[Na+].[Na+] (sodium carbonate). Solvent: O (water). Product: C(C1=CC=CC=C1)C1=C(C2=C(C(C=C(O2)CCC(=O)O)=O)C=C1)CCC (3-[7-Benzyl-4-oxo-8-propyl-4H-1-benzopyran-2-yl]propionic acid). Isolated yield 72.8%. RXN SMILES: [CH2:1]([C:8]1[CH:24]=[CH:23][C:11]2[C:12](=[O:22])[CH:13]=[C:14]([CH2:16][CH2:17][C:18]([O:20]C)=[O:19])[O:15][C:10]=2[C:9]=1[CH2:25][CH2:26][CH3:27])[C:2]1[CH:7]=[CH:6][CH:5]=[CH:4][CH:3]=1.C(O)C.C(=O)([O-])[O-].[Na+].[Na+]>O>[CH2:1]([C:8]1[CH:24]=[CH:23][C:11]2[C:12](=[O:22])[CH:13]=[C:14]([CH2:16][CH2:17][C:18]([OH:20])=[O:19])[O:15][C:10]=2[C:9]=1[CH2:25][CH2:26][CH3:27])[C:2]1[CH:3]=[CH:4][CH:5]=[CH:6][CH:7]=1 |f:2.3.4|. Reported procedure: Methyl 3-[7-benzyl-4-oxo-8-propyl-4H-1-benzopyran-2-yl]propionate (1.0 g) was refluxed with ethanol (50 ml) containing 10% aqueous sodium carbonate solution (10 ml) for 30 minutes. The mixture was diluted with water, washed with ethyl acetate, and acidified to give a solid, which crystallised from ethanol to give the propionic acid (0.7 g), mp 160°-161°.